Dataset: the Open Reaction Database (ORD), a public repository of structured organic reaction records. Task: describe an organic reaction: reactants, conditions, products, and yield The yield is 53.0%. Run in CN(C(C)=O)C (N,N-dimethylacetamide). The reactants are O (water), FC(C(=O)O)(F)F.NCC1=CC=CC(=N1)C=1SC2=C(C(N1)=O)C=CC=C2 (2-[6-(Aminomethyl)-2-pyridyl]-4H-1,3-benzothiazine-4-one trifluoroacetic acid salt), C(C)(=O)OCC (ethyl acetate), C(CC)(=O)Cl (propionyl chloride). Reported procedure: 2-[6-(Aminomethyl)-2-pyridyl]-4H-1,3-benzothiazine-4-one trifluoroacetic acid salt (500 mg, 1.3 mmol) was dissolved in N,N-dimethylacetamide (10 ml), and propionyl chloride (370 mg, 4.0 mmol) was added thereto. The reaction mixture was stirred at 60° C. for 16 hrs and combined with ethyl acetate and water. The organic layer was washed with saturated brine and dried over anhydrous magnesium sulfate. The solvent was evaporated, and the residue was subjected to a silica gel column chromatography. T... Conditions: temperature 60 celsius, time 16 hour. As a reaction SMILES: FC(F)(F)C(O)=O.[NH2:8][CH2:9][C:10]1[N:15]=[C:14]([C:16]2[S:17][C:18]3[CH:26]=[CH:25][CH:24]=[CH:23][C:19]=3[C:20](=[O:22])[N:21]=2)[CH:13]=[CH:12][CH:11]=1.[C:27](Cl)(=[O:30])[CH2:28][CH3:29].C(OCC)(=O)C.O>CN(C)C(=O)C>[O:22]=[C:20]1[C:19]2[CH:23]=[CH:24][CH:25]=[CH:26][C:18]=2[S:17][C:16]([C:14]2[N:15]=[C:10]([CH2:9][NH:8][C:27](=[O:30])[CH2:28][CH3:29])[CH:11]=[CH:12][CH:13]=2)=[N:21]1 |f:0.1|. Product: O=C1N=C(SC2=C1C=CC=C2)C2=CC=CC(=N2)CNC(CC)=O (N-[[6-(4-Oxo-4H-1,3-benzothiazin-2-yl)-2-pyridyl]methyl]propanamide). Starting materials: CCCCCCCBr, CC#N, O, O=C(O)c1cc(O)ccc1O. Product: CCCCCCCOC(=O)c1cc(O)ccc1O. RXN SMILES: [Br:12][CH2:13][CH2:14][CH2:15][CH2:16][CH2:17][CH2:18][CH3:19].[CH3:20][C:21]#[N:22].[OH2:23].[OH:1][C:2](=[O:3])[c:4]1[cH:5][c:6]([OH:7])[cH:8][cH:9][c:10]1[OH:11]>>[O:1]([C:2](=[O:3])[c:4]1[cH:5][c:6]([OH:7])[cH:8][cH:9][c:10]1[OH:11])[CH2:13][CH2:14][CH2:15][CH2:16][CH2:17][CH2:18][CH3:19]. Reactants: ClCCl, CCCCNCCO, CCOC(=O)Cl. Product: CCCCN(CCO)C(=O)OCC. As a reaction SMILES: [CH2:15]([Cl:16])[Cl:17].[CH2:1]([CH2:2][CH2:3][CH3:4])[NH:5][CH2:6][CH2:7][OH:8].[Cl:9][C:10](=[O:11])[O:12][CH2:13][CH3:14]>>[CH2:1]([CH2:2][CH2:3][CH3:4])[N:5]([CH2:6][CH2:7][OH:8])[C:10](=[O:11])[O:12][CH2:13][CH3:14]. The reactants are C(#N)C1=CC=C(CN2C=NC=C2CC(=O)O)C=C1 (2-[1-(4-cyanobenzyl)-1H-imidazol-5-yl]acetic acid), Cl.COC(CN(CC1=CC=CC2=CC=CC=C12)C[C@H]([C@H](CC)C)N)=O (N-[2(S)-(Amino)-3(S)-methylpentyl]-N-(1-naphthylmethyl)glycine methyl ester hydrochloride), C=1C=CC2=C(C1)N=NN2O (HOBT), CN1CCOCC1 (N-methylmorpholine), C(CCl)Cl (EDC). Solvent: CN(C)C=O (DMF), CCOC(=O)C (EtOAc). Conditions: time 72 hour. Product: COC(CN(CC1=CC=CC2=CC=CC=C12)C[C@H]([C@H](CC)C)NC(CC1=CN=CN1CC1=CC=C(C=C1)C#N)=O)=O (N-[2(S)-([1-(4-Cyanobenzyl)-1H-imidazol-5-yl]acetylamino)-3(S)-methylpentyl]-N-(1-naphthylmethyl) glycine methyl ester). RXN SMILES: [C:1]([C:3]1[CH:18]=[CH:17][C:6]([CH2:7][N:8]2[C:12]([CH2:13][C:14]([OH:16])=O)=[CH:11][N:10]=[CH:9]2)=[CH:5][CH:4]=1)#[N:2].Cl.[CH3:20][O:21][C:22](=[O:43])[CH2:23][N:24]([CH2:36][C@@H:37]([NH2:42])[C@@H:38]([CH3:41])[CH2:39][CH3:40])[CH2:25][C:26]1[C:35]2[C:30](=[CH:31][CH:32]=[CH:33][CH:34]=2)[CH:29]=[CH:28][CH:27]=1.C1C=CC2N(O)N=NC=2C=1.CN1CCOCC1.C(Cl)CCl>CN(C=O)C.CCOC(C)=O>[CH3:20][O:21][C:22](=[O:43])[CH2:23][N:24]([CH2:36][C@@H:37]([NH:42][C:14](=[O:16])[CH2:13][C:12]1[N:8]([CH2:7][C:6]2[CH:5]=[CH:4][C:3]([C:1]#[N:2])=[CH:18][CH:17]=2)[CH:9]=[N:10][CH:11]=1)[C@@H:38]([CH3:41])[CH2:39][CH3:40])[CH2:25][C:26]1[C:35]2[C:30](=[CH:31][CH:32]=[CH:33][CH:34]=2)[CH:29]=[CH:28][CH:27]=1 |f:1.2|. Procedure details: To a solution of 2-[1-(4-cyanobenzyl)-1H-imidazol-5-yl]acetic acid (220 mg, 0.533 mmol) and the amine hydrochloride salt from step C (212 mg, 0.533 mmol), HOBT (72 mg, 0.533 mmol), and N-methylmorpholine (117 μl, 1.11 mmol) in DMF (2 ml) was added EDC (764 mg, 3.99 mmol). The reaction was stirred at room temperature for 72 hrs, diluted with EtOAc and the organic layer washed with sat. aq NaHCO3, brine, dried (Na2SO4). and evaporated in vacuo. The residue was chromatographed (SiO2, 3-4% MeOH in C... The reagents and catalysts are [OH-].[OH-].[Pd+2] (palladium hydroxide on carbon). Procedure details: N-benzyloxy-2-[(4-methoxybenzenesulfonyl)methyl]-3-phenyl- propionamide (1.25 g, 2.85 mmol) is dissolved in 45 mL of ethanol. To this is added 0.36 g of palladium hydroxide on carbon (Pearlman's catalyst), and the suspension is placed in a shaker under 15 psi of hydrogen for 2.25 hours. The catalyst is filtered off, washing with ethanol, and the ethanol solution is concentrated in vacuo to afford, after evaporation from methylene chloride, 0.875 g of the title compound as a white solid. The product is ONC(C(CC1=CC=CC=C1)CS(=O)(=O)C1=CC=C(C=C1)OC)=O (N-hydroxy-2-[(4-methoxybenzenesulfonyl)methyl]-3-phenyl-propionamide). Solvent: C(C)O (ethanol). Reactants: C(C1=CC=CC=C1)ONC(C(CC1=CC=CC=C1)CS(=O)(=O)C1=CC=C(C=C1)OC)=O (N-benzyloxy-2-[(4-methoxybenzenesulfonyl)methyl]-3-phenyl- propionamide), [H][H] (hydrogen). As a reaction SMILES: C([O:8][NH:9][C:10](=[O:31])[CH:11]([CH2:19][S:20]([C:23]1[CH:28]=[CH:27][C:26]([O:29][CH3:30])=[CH:25][CH:24]=1)(=[O:22])=[O:21])[CH2:12][C:13]1[CH:18]=[CH:17][CH:16]=[CH:15][CH:14]=1)C1C=CC=CC=1.[H][H]>C(O)C.[OH-].[OH-].[Pd+2]>[OH:8][NH:9][C:10](=[O:31])[CH:11]([CH2:19][S:20]([C:23]1[CH:24]=[CH:25][C:26]([O:29][CH3:30])=[CH:27][CH:28]=1)(=[O:21])=[O:22])[CH2:12][C:13]1[CH:14]=[CH:15][CH:16]=[CH:17][CH:18]=1 |f:3.4.5|. Reactants: S1C=C(C=C1)CN1CCNCC1 (N-(3-thienylmethyl)piperazine), O=C1NC=2C(=NC=3C=CC(=CC3C2)OCCCC(=O)O)N1 (4-[(2,3-dihydro-2-oxo-1H-imidazo[4,5-b]quinolin-7-yl)oxy]butyric acid). Product: O=C1NC=2C(=NC=3C=CC(=CC3C2)OCCCC(=O)N2CCN(CC2)CC2=CSC=C2)N1 (1-[4-(2,3-Dihydro-2-oxo-1H-imidazo[4,5-b]quinolin-7-yloxy)-1-oxobutyl]-4-(3-thienylmethyl)piperazine). As a reaction SMILES: [S:1]1[CH:5]=[CH:4][C:3]([CH2:6][N:7]2[CH2:12][CH2:11][NH:10][CH2:9][CH2:8]2)=[CH:2]1.[O:13]=[C:14]1[NH:33][C:17]2=[N:18][C:19]3[CH:20]=[CH:21][C:22]([O:26][CH2:27][CH2:28][CH2:29][C:30](O)=[O:31])=[CH:23][C:24]=3[CH:25]=[C:16]2[NH:15]1>>[O:13]=[C:14]1[NH:33][C:17]2=[N:18][C:19]3[CH:20]=[CH:21][C:22]([O:26][CH2:27][CH2:28][CH2:29][C:30]([N:10]4[CH2:9][CH2:8][N:7]([CH2:6][C:3]5[CH:4]=[CH:5][S:1][CH:2]=5)[CH2:12][CH2:11]4)=[O:31])=[CH:23][C:24]=3[CH:25]=[C:16]2[NH:15]1. Reported procedure: Reaction of N-(3-thienylmethyl)piperazine and 4-[(2,3-dihydro-2-oxo-1H-imidazo[4,5-b]quinolin-7-yl)oxy]butyric acid (2g) analogously to the procedure of Example 4 gave the title compound after crystallization from methanol/diethyl ether as the dihydrochloride salt; yield 3.35 g (91%), m.p. indistinct, decomposed at 245°-250° C.